Dataset: the Open Reaction Database (ORD), a public repository of structured organic reaction records. Task: describe an organic reaction: reactants, conditions, products, and yield Starting materials: C(=O)(OC(C)(C)C)N[C@H](CCCNC(=O)OCC1=CC=CC=C1)C(=O)N[C@H](C)C1=CC=C(C=C1)Br ((R)-N2 -(Boc)-N5 -(Cbz)-(R)-N-[1-(4-bromophenyl)ethyl]ornithine amide), Cl.CCOC(=O)C (HCl EtOAc). Run in CCOC(=O)C (EtOAc). Yields the product Cl.C(=O)(OCC1=CC=CC=C1)NCCC[C@@H](N)C(=O)N[C@H](C)C1=CC=C(C=C1)Br ((R)-N5 -(Cbz)-(R)-N-[1-(4-Bromophenyl)ethyl]ornithine amide hydrochloride). As a reaction SMILES: C([NH:8][C@@H:9]([C:24]([NH:26][C@@H:27]([C:29]1[CH:34]=[CH:33][C:32]([Br:35])=[CH:31][CH:30]=1)[CH3:28])=[O:25])[CH2:10][CH2:11][CH2:12][NH:13][C:14]([O:16][CH2:17][C:18]1[CH:23]=[CH:22][CH:21]=[CH:20][CH:19]=1)=[O:15])(OC(C)(C)C)=O.[ClH:36].CCOC(C)=O>CCOC(C)=O>[ClH:36].[C:14]([NH:13][CH2:12][CH2:11][CH2:10][C@H:9]([C:24]([NH:26][C@@H:27]([C:29]1[CH:30]=[CH:31][C:32]([Br:35])=[CH:33][CH:34]=1)[CH3:28])=[O:25])[NH2:8])([O:16][CH2:17][C:18]1[CH:19]=[CH:20][CH:21]=[CH:22][CH:23]=1)=[O:15] |f:1.2,4.5|. Reported procedure: Prepared according to the method described in Example 1(d) above from crude (R)-N2 -(Boc)-N5 -(Cbz)-(R)-N-[1-(4-bromophenyl)ethyl]ornithine amide (2.46 g; 4.5 mmol; from step (a) above), EtOAc (75 mL) and HCl/EtOAc (50 mL), 2 hours reaction time. The solution was concentrated to give the crude product as a yellow crushable foam (2.4 g) which was used without purification. Reactants: C(C)(C)OC(=O)N1CCC(CC1)C=1OC2=C(N1)C=C(C=C2)C2=NC=C(C(=O)OC)C=C2 (Methyl 6-{2-(1-(isopropoxycarbonyl)piperidin-4-yl)-benzo[d]oxazol-5-yl]nicotinate), C(C)(C)OC(=O)N1CCC(CC1)C=1OC2=C(N1)C=C(C=C2)C2=NC=C(C(=O)OC)C=C2 (Methyl 6-{2-(1-(isopropoxycarbonyl)piperidin-4-yl)-benzo[d]oxazol-5-yl]nicotinate), C(=O)([O-])[O-].[K+].[K+] (K2CO3), CC1(OB(OC1(C)C)C=1C=CC2=C(N=C(O2)C2CCN(CC2)C(=O)OC(C)C)C1)C (Isopropyl 4-(5-(4,4,5,5-tetramethyl-1,3,2-dioxaborolan-2-yl)benzo[d]oxazol-2-yl)piperidine-1-carboxylate), ClC1=NC=C(C(=O)OC)C=C1 (methyl 6-chloronicotinate). Solvent: CO (MeOH). The product is C(C)(C)OC(=O)N1CCC(CC1)C=1OC2=C(N1)C=C(C=C2)C2=NC=C(C(=O)O)C=C2 (6-{2-[1-(isopropoxycarbonyl)piperidin-4-yl]benzo[d]oxazol-5-yl}nicotinic acid). Yield: 41.4%. Reaction SMILES: [CH:1]([O:4][C:5]([N:7]1[CH2:12][CH2:11][CH:10]([C:13]2[O:14][C:15]3[CH:21]=[CH:20][C:19]([C:22]4[CH:31]=[CH:30][C:25]([C:26]([O:28]C)=[O:27])=[CH:24][N:23]=4)=[CH:18][C:16]=3[N:17]=2)[CH2:9][CH2:8]1)=[O:6])([CH3:3])[CH3:2].CC1(C)C(C)(C)OB(C2C=CC3OC(C4CCN(C(OC(C)C)=O)CC4)=NC=3C=2)O1.ClC1C=CC(C(OC)=O)=CN=1.C([O-])([O-])=O.[K+].[K+]>CO>[CH:1]([O:4][C:5]([N:7]1[CH2:8][CH2:9][CH:10]([C:13]2[O:14][C:15]3[CH:21]=[CH:20][C:19]([C:22]4[CH:31]=[CH:30][C:25]([C:26]([OH:28])=[O:27])=[CH:24][N:23]=4)=[CH:18][C:16]=3[N:17]=2)[CH2:11][CH2:12]1)=[O:6])([CH3:3])[CH3:2] |f:3.4.5|. Reported procedure: Following the General Procedure-2, Methyl 6-{2-(1-(isopropoxycarbonyl)piperidin-4-yl)-benzo[d]oxazol-5-yl]nicotinate (50 mg) was prepared from Intermediate 14 (400 mg, 0.97 mmol) and methyl 6-chloronicotinate (166 mg, 0.97 mmol) as a brown solid. Methyl 6-{2-(1-(isopropoxycarbonyl)piperidin-4-yl)-benzo[d]oxazol-5-yl]nicotinate (35 mg, 0.08 mmol) was dissolved in MeOH (5 ml) and added K2CO3 (22 mg, 0.17 mmol). This mixture was stirred at reflux for overnight. MeOH removed on rotavapour and pH adj...